From a dataset of the Open Reaction Database (ORD), a public repository of structured organic reaction records. describe an organic reaction: reactants, conditions, products, and yield The reactants are COC1=NC=CC(=C1N)N (2-methoxy-3,4-diaminopyridine), COC1=C(C(=O)O)C=CC(=C1)C#N (2-methoxy-4-cyano-benzoic acid), ClC(C)Cl.C(C)O (dichloroethane ethanol). Yields the product Cl.COC1=C(C=CC(=C1)C(=O)OC)C1=NC=2C(C(NCC2)=O)=N1 (2-(2-Methoxy-4-methoxycarbonyl-phenyl)-5H-imidazo[4,5-c]pyridin-4-one hydrochloride). As a reaction SMILES: C[O:2][C:3]1[C:8]([NH2:9])=[C:7]([NH2:10])[CH:6]=[CH:5][N:4]=1.CO[C:13]1[CH:21]=[C:20]([C:22]#N)[CH:19]=[CH:18][C:14]=1[C:15]([OH:17])=[O:16].[Cl:24][CH:25](Cl)C.[CH2:28]([OH:30])C>>[ClH:24].[CH3:28][O:30][C:21]1[CH:13]=[C:14]([C:15]([O:17][CH3:25])=[O:16])[CH:18]=[CH:19][C:20]=1[C:22]1[N:9]=[C:8]2[C:3](=[O:2])[NH:4][CH2:5][CH:6]=[C:7]2[N:10]=1 |f:2.3,4.5|. Reported procedure: Prepared analogously to Example 1 from 2-methoxy-3,4-diaminopyridine and 2-methoxy-4-cyano-benzoic acid. The product mixture obtained is digested with dichloroethane/ethanol (3:1). The undissolved material is filtered off, and the solution is evaporated and boiled with methanolic hydrochloric acid. On cooling, the product crystallizes out in the form of the hydrate. Reactants: O=C([O-])[O-], CC#N, CC(C)I, O=C1C2=C(CCCC2)C(=O)N1c1cc(O)ccc1F, [K+], [K+]. Yields the product CC(C)Oc1ccc(F)c(N2C(=O)C3=C(CCCC3)C2=O)c1. As a reaction SMILES: [C:24](=[O:25])([O-:26])[O-:27].[CH3:30][C:31]#[N:32].[CH:20]([CH3:21])([CH3:22])[I:23].[F:1][c:2]1[c:3]([N:9]2[C:10](=[O:19])[C:11]3=[C:12]([C:13]2=[O:14])[CH2:15][CH2:16][CH2:17][CH2:18]3)[cH:4][c:5]([OH:8])[cH:6][cH:7]1.[K+:28].[K+:29]>>[F:1][c:2]1[c:3]([N:9]2[C:10](=[O:19])[C:11]3=[C:12]([C:13]2=[O:14])[CH2:15][CH2:16][CH2:17][CH2:18]3)[cH:4][c:5]([O:8][CH:20]([CH3:21])[CH3:22])[cH:6][cH:7]1. The reactants are c1ccc2c(c1)CCN2, CC(=O)N1CCc2nc(Nc3ccc(-c4cnco4)cc3)nc(OS(=O)(=O)C(F)(F)F)c2C1, Cc1ccc(S(=O)(=O)[O-])cc1. Yields the product CC(=O)N1CCc2nc(Nc3ccc(-c4cnco4)cc3)nc(N3CCc4ccccc43)c2C1. As a reaction SMILES: [CH2:1]1[CH2:2][c:3]2[cH:4][cH:5][cH:6][cH:7][c:8]2[NH:9]1.[F:10][C:11]([F:12])([F:13])[S:14]([O:15][c:16]1[c:17]2[c:18]([n:19][c:20]([NH:22][c:23]3[cH:24][cH:25][c:26](-[c:29]4[cH:30][n:31][cH:32][o:33]4)[cH:27][cH:28]3)[n:21]1)[CH2:34][CH2:35][N:36]([C:38]([CH3:39])=[O:40])[CH2:37]2)(=[O:41])=[O:42].[O-:43][S:44]([c:45]1[cH:46][cH:47][c:48]([CH3:49])[cH:50][cH:51]1)(=[O:52])=[O:53]>>[CH2:1]1[CH2:2][c:3]2[cH:4][cH:5][cH:6][cH:7][c:8]2[N:9]1[c:16]1[c:17]2[c:18]([n:19][c:20]([NH:22][c:23]3[cH:24][cH:25][c:26](-[c:29]4[cH:30][n:31][cH:32][o:33]4)[cH:27][cH:28]3)[n:21]1)[CH2:34][CH2:35][N:36]([C:38]([CH3:39])=[O:40])[CH2:37]2. Solvent: O1CCCC1 (tetrahydrofuran), O1CCCC1 (tetrahydrofuran). The reactants are ClC1=CC=C(CCl)C=C1 (4-chlorobenzyl chloride), C(C)OC(C1CCN(CC1)C(=O)OC(C)(C)C)=O (ethyl-N-boc-isonipecotate), C[Si](C)(C)[N-][Si](C)(C)C.[Li+] (lithium bis (trimethylsilyl)amide), solution. RXN SMILES: [CH2:1]([O:3][C:4](=[O:18])[CH:5]1[CH2:10][CH2:9][N:8]([C:11]([O:13][C:14]([CH3:17])([CH3:16])[CH3:15])=[O:12])[CH2:7][CH2:6]1)[CH3:2].C[Si]([N-][Si](C)(C)C)(C)C.[Li+].[Cl:29][C:30]1[CH:37]=[CH:36][C:33]([CH2:34]Cl)=[CH:32][CH:31]=1>O1CCCC1>[CH2:1]([O:3][C:4](=[O:18])[C:5]1([CH2:34][C:33]2[CH:36]=[CH:37][C:30]([Cl:29])=[CH:31][CH:32]=2)[CH2:6][CH2:7][N:8]([C:11]([O:13][C:14]([CH3:17])([CH3:16])[CH3:15])=[O:12])[CH2:9][CH2:10]1)[CH3:2] |f:1.2|. Reported procedure: A solution of ethyl-N-boc-isonipecotate (51.4 g, 0.2 mole) in tetrahydrofuran (1 L) at -78° C. was treated with a solution of lithium bis (trimethylsilyl)amide in tetrahydrofuran (220 mL of a 1M solution). The solution was stirred at -60° for 15 minutes at which time 4-chlorobenzyl chloride (33.8 g, 0.22 moles) was added and the reaction warmed to room temperature over 1.5 hours. The reaction was concentrated at reduced pressure to one quarter volume and then poured into saturated aqueous sodium... The product is C(C)OC(C1(CCN(CC1)C(=O)OC(C)(C)C)CC1=CC=C(C=C1)Cl)=O (Ethyl-4-(4-Chlorobenzyl)-N-Boc-isonipecotate). The reactants are BrC1=C(C=CC(=C1)C(F)(F)F)C (2-bromo-1-methyl-4-(trifluoromethyl)benzene), N#N.CCO (nitrogen EtOH), R-(+)-propylene oxide, solution, [Li]C(C)CC (sec-BuLi), C1CCCCC1 (cyclohexane), solution, B(F)(F)F (BF3), C(C)OCC (diethyl ether). Run in C1CCOC1 (THF), C1CCOC1 (THF). Conditions: temperature -105 celsius, time 10 minute. Yields the product CC1=C(C=C(C=C1)C(F)(F)F)C[C@@H](C)O ((2R)-1-[2-methyl-5-(trifluoromethyl)phenyl]propan-2-ol). Yield: 66.0%. RXN SMILES: Br[C:2]1[CH:7]=[C:6]([C:8]([F:11])([F:10])[F:9])[CH:5]=[CH:4][C:3]=1[CH3:12].N#N.[CH3:15][CH2:16][OH:17].[Li][CH:19](CC)C.C1CCCCC1.B(F)(F)F.C(OCC)C>C1COCC1>[CH3:12][C:3]1[CH:4]=[CH:5][C:6]([C:8]([F:11])([F:10])[F:9])=[CH:7][C:2]=1[CH2:15][C@H:16]([OH:17])[CH3:19] |f:1.2|. Procedure details: A solution of 2-bromo-1-methyl-4-(trifluoromethyl)benzene (4.78 g, 20 mmol) in 100 mL of anhydrous THF was cooled to −100° C. (liquid nitrogen/EtOH) under nitrogen. Then 1.4M solution of sec-BuLi in cyclohexane (15 mL, 21 mmol) was added dropwise at −100° C. to −90° C. The mixture was stirred at −100° C. to −90° C. for 10 min, then a solution of R-(+)-propylene oxide (1.51 g, 1.8 mL, 26 mmol) in 15 mL of THF was added dropwise at −100° C. to −90° C., then the mixture was cooled to −105° C. and a... Reported procedure: 6-Chloro-7,8-dimethyl-[1,2,4]triazolo[4,3-b]pyridazin-3-ylamine (W2.006a, 500 mg) were initially charged in pyrrolidine (5 ml) at RT while stirring. Then the mixture was heated to 65° C. for 4 h. Thereafter, the pyrrolidine was drawn off, and the residue was taken up with water and extracted three times with dichloromethane. The combined organic phases were dried over sodium sulfate, filtered and concentrated. 438 mg of the title compound were obtained. RXN SMILES: Cl[C:2]1[C:3]([CH3:13])=[C:4]([CH3:12])[C:5]2[N:6]([C:8]([NH2:11])=[N:9][N:10]=2)[N:7]=1.O.[NH:15]1[CH2:19][CH2:18][CH2:17][CH2:16]1>>[CH3:13][C:3]1[C:2]([N:15]2[CH2:19][CH2:18][CH2:17][CH2:16]2)=[N:7][N:6]2[C:8]([NH2:11])=[N:9][N:10]=[C:5]2[C:4]=1[CH3:12]. Conditions: temperature 65 celsius. Starting materials: ClC=1C(=C(C=2N(N1)C(=NN2)N)C)C (6-Chloro-7,8-dimethyl-[1,2,4]triazolo[4,3-b]pyridazin-3-ylamine), N1CCCC1 (pyrrolidine), N1CCCC1 (pyrrolidine), O (water). Product: CC1=C(C=2N(N=C1N1CCCC1)C(=NN2)N)C (7,8-Dimethyl-6-pyrrolidin-1-yl-[1,2,4]triazolo[4,3-b]pyridazin-3-ylamine).